This data is from the Open Reaction Database (ORD), a public repository of structured organic reaction records. The task is: describe an organic reaction: reactants, conditions, products, and yield The reactants are congo red, C(C)(=O)[O-].[Na+] (sodium acetate), NC1=CC=CC=C1 (aniline), N(=O)[O-].[Na+] (sodium nitrite), Cl (hydrochloric acid), C=NO (formaldoxime), Cl.C=NO (formaldoxime hydrochloride), C(C)(=O)[O-].[Na+] (sodium acetate), C(C)(=O)[O-].[Na+] (sodium acetate), ClC1=C(C=C(N)C=C1)C(F)(F)F (4-chloro-3-trifluoromethylaniline), cupric sulphate, S(=O)([O-])[O-].[Na+].[Na+] (sodium sulphite), Cl (hydrochloric acid). Solvent: O (water), O (water), O (water), O (water), O (water). Yields the product ClC1=C(C=C(C=O)C=C1)C(F)(F)F (4-chloro-3-trifluoromethylbenzaldehyde). The yield is 8.8%. As a reaction SMILES: [Cl:1][C:2]1[CH:8]=[CH:7][C:5](N)=[CH:4][C:3]=1[C:9]([F:12])([F:11])[F:10].Cl.N([O-])=O.[Na+].[C:18]([O-])(=[O:20])C.[Na+].C=NO.Cl.C=NO.S([O-])([O-])=O.[Na+].[Na+].NC1C=CC=CC=1>O>[Cl:1][C:2]1[CH:8]=[CH:7][C:5]([CH:18]=[O:20])=[CH:4][C:3]=1[C:9]([F:12])([F:11])[F:10] |f:2.3,4.5,7.8,9.10.11|. Procedure: To a suspension of 4-chloro-3-trifluoromethylaniline (ex Fluorochem) (15.9 g) in water (16 ml) was added concentrated hydrochloric acid (18 ml) Ice (30 g) was added and the mixture cooled to 0° and treated with sodium nitrite (5.6 g) in water (8 ml). After 15 minutes the mixture was made neutral to congo red with sodium acetate (8 g) in water (10 ml). A solution of formaldoxime, prepared from formaldoxime hydrochloride (ex Lancaster) (9.9 g) and sodium acetate (12 g) (ex BDH) in water (57 ml), a...